This data is from the Open Reaction Database (ORD), a public repository of structured organic reaction records. The task is: describe an organic reaction: reactants, conditions, products, and yield Reactants: COC1=CC=C(C=C1)N (p-anisidine), C(C)(C)(C)C=1C=C(C=O)C=C(C1O)C(C)(C)C (3,5-di(Tert-butyl)-4-hydroxybenzaldehyde), ( 2 ). Solvent: CO (methanol). Reaction conditions: time 8 hour. Yields the product C(C)(C)(C)C=1C=C(C=NC2=CC=C(C=C2)OC)C=C(C1O)C(C)(C)C (N-(3,5-di(tert-Butyl)-4-Hydroxybenzylidene)-p-Methoxyaniline). As a reaction SMILES: [C:1]([C:5]1[CH:6]=[C:7]([CH:10]=[C:11]([C:14]([CH3:17])([CH3:16])[CH3:15])[C:12]=1[OH:13])[CH:8]=O)([CH3:4])([CH3:3])[CH3:2].[CH3:18][O:19][C:20]1[CH:25]=[CH:24][C:23]([NH2:26])=[CH:22][CH:21]=1>CO>[C:1]([C:5]1[CH:6]=[C:7]([CH:10]=[C:11]([C:14]([CH3:17])([CH3:16])[CH3:15])[C:12]=1[OH:13])[CH:8]=[N:26][C:23]1[CH:24]=[CH:25][C:20]([O:19][CH3:18])=[CH:21][CH:22]=1)([CH3:4])([CH3:3])[CH3:2]. Procedure details: 3,5-di(Tert-butyl)-4-hydroxybenzaldehyde (1 g, 4.11 mmol) was dissolved in methanol (30 ml). To this solution was added p-anisidine (0.51 g, 4.11 mmol). The resultant reaction solution was stirred at room temperature under nitrogen for two (2) hours and the solution was taken to dryness in vacuo. The resultant oil was azeotroped with methanol (2x), ether (1x), a mixture of ethyl acetate/hexane (1x), and methanol (1x). The oil was left in vacuo overnight which began crystallization of the oil. Th... Reactants: C(C1=CC=CC=C1)C1=NC2C(N(C2S1)C(C(=O)OCC1=CC=C(C=C1)[N+](=O)[O-])=C(C)OS(=O)(=O)C)=O (p-nitrobenzyl α-[3-benzyl-7-oxo-2,6-diaza-4-thiabicyclo[3,2,0]hept-2-en-6-yl]-α-(1-methanesulfonyloxyethylidene)acetate), N1CCOCC1 (morpholine), OC(C)=CC(=O)[O-] (1-hydroxyethylideneacetate), CS(=O)(=O)Cl (methanesulfonyl chloride). The solvent is O1CCCC1 (tetrahydrofuran), O1CCCC1 (tetrahydrofuran), O1CCCC1 (tetrahydrofuran), C(C)N(CC)CC (triethylamine). Conditions: time 25 minute. The product is C(C1=CC=CC=C1)C1=NC2C(N(C2S1)C(C(=O)OCC1=CC=C(C=C1)[N+](=O)[O-])=C(C)N1CCOCC1)=O (p-nitrobenzyl α-[3-benzyl-7-oxo-2,6-diaza-4-thiabicyclo[3,2,0]hept-2-en-6-yl]-α-(1morpholinoethylidene)acetate). As a reaction SMILES: OC(=CC([O-])=O)C.CS(Cl)(=O)=O.[CH2:13]([C:20]1[S:26][CH:25]2[CH:22]([C:23](=[O:48])[N:24]2[C:27](=[C:41](OS(C)(=O)=O)[CH3:42])[C:28]([O:30][CH2:31][C:32]2[CH:37]=[CH:36][C:35]([N+:38]([O-:40])=[O:39])=[CH:34][CH:33]=2)=[O:29])[N:21]=1)[C:14]1[CH:19]=[CH:18][CH:17]=[CH:16][CH:15]=1.[NH:49]1[CH2:54][CH2:53][O:52][CH2:51][CH2:50]1>O1CCCC1.C(N(CC)CC)C>[CH2:13]([C:20]1[S:26][CH:25]2[CH:22]([C:23](=[O:48])[N:24]2[C:27](=[C:41]([N:49]2[CH2:54][CH2:53][O:52][CH2:51][CH2:50]2)[CH3:42])[C:28]([O:30][CH2:31][C:32]2[CH:37]=[CH:36][C:35]([N+:38]([O-:40])=[O:39])=[CH:34][CH:33]=2)=[O:29])[N:21]=1)[C:14]1[CH:19]=[CH:18][CH:17]=[CH:16][CH:15]=1. Reported procedure: One suspends p-nitrobenzyl α-[3-benzyl-7-oxo-ethylidene)-2,6-diaza-4-thiabicyclo[3,2,0]hept-2-en-6-yl]-α-(1-hydroxyethylideneacetate (2.265 g) in anhydrous tetrahydrofuran (30 ml), adds dropwise a solution of triethylamine (1.11 g) and methanesulfonyl chloride (630 mg) in tetrahydrofuran (2 ml) at 1° to 20° C., and stirs for 25 minutes. To the produced solution of p-nitrobenzyl α-[3-benzyl-7-oxo-2,6-diaza-4-thiabicyclo[3,2,0]hept-2-en-6-yl]-α-(1-methanesulfonyloxyethylidene)acetate, one adds a s... The reactants are CC1=CC=C(C=C1)S(=O)(=O)OCCC1=C(N=NN1C1=NC=C(C=N1)F)[C@@H](C)NC(C1=C(C(=CC=C1)C(F)(F)F)Cl)=O ((R)-2-(4-(1-(2-chloro-3-(trifluoromethyl)benzamido)ethyl)-1-(5-fluoropyrimidin-2-yl)-1H-1,2,3-triazol-5-yl)ethyl 4-methylbenzenesulfonate), [H-].[Na+] (NaH). The solvent is C1CCOC1 (THF). Conditions: temperature 60 celsius. Product: ClC1=C(C=CC=C1C(F)(F)F)C(=O)N1[C@@H](C2=C(CC1)N(N=N2)C2=NC=C(C=N2)F)C ((R)-(2-chloro-3-(trifluoromethyl)phenyl)(1-(5-fluoropyrimidin-2-yl)-4-methyl-6,7-dihydro-1H-[1,2,3]triazolo[4,5-c]pyridin-5(4H)-yl)methanone). Yield: 72.2%. RXN SMILES: CC1C=CC(S(O[CH2:12][CH2:13][C:14]2[N:18]([C:19]3[N:24]=[CH:23][C:22]([F:25])=[CH:21][N:20]=3)[N:17]=[N:16][C:15]=2[C@H:26]([NH:28][C:29](=[O:41])[C:30]2[CH:35]=[CH:34][CH:33]=[C:32]([C:36]([F:39])([F:38])[F:37])[C:31]=2[Cl:40])[CH3:27])(=O)=O)=CC=1.[H-].[Na+]>C1COCC1>[Cl:40][C:31]1[C:32]([C:36]([F:39])([F:37])[F:38])=[CH:33][CH:34]=[CH:35][C:30]=1[C:29]([N:28]1[CH2:12][CH2:13][C:14]2[N:18]([C:19]3[N:20]=[CH:21][C:22]([F:25])=[CH:23][N:24]=3)[N:17]=[N:16][C:15]=2[C@H:26]1[CH3:27])=[O:41] |f:1.2|. Procedure: To the solution of Intermediate 244 (12.9 g, 21.04 mmol, 1.0 equiv.) in THF (150 mL) was added NaH (60 wt % in mineral oil, 4.5 g, 112.38 mmol, 5.3 equiv.). The reaction solution was heated to 60° C. for 3 hours and then cooled to room temperature. The reaction was quenched with cold H2O and EtOAc. The organic layer was separated, dried over Na2SO4 and concentrated. The crude product was purified by column chromatography to afford Example 344: (R)-(2-chloro-3-(trifluoromethyl)phenyl)(1-(5-fluoro... Reactants: O=C(C=Cc1ccccc1)Nc1cccc(Br)c1, O=C(Cl)C=Cc1ccccc1, Nc1cc(F)cc(F)c1, Cc1cccc(C)n1. Yields the product O=C(C=Cc1ccccc1)Nc1cc(F)cc(F)c1. Reaction SMILES: [Br:29][c:30]1[cH:31][c:32]([NH:33][C:34](=[O:35])[CH:36]=[CH:37][c:38]2[cH:39][cH:40][cH:41][cH:42][cH:43]2)[cH:44][cH:45][cH:46]1.[C:10]([CH:11]=[CH:12][c:13]1[cH:14][cH:15][cH:16][cH:17][cH:18]1)(=[O:19])[Cl:20].[F:1][c:2]1[cH:3][c:4]([NH2:5])[cH:6][c:7]([F:9])[cH:8]1.[n:21]1[c:22]([CH3:23])[cH:24][cH:25][cH:26][c:27]1[CH3:28]>>[F:1][c:2]1[cH:3][c:4]([NH:5][C:10]([CH:11]=[CH:12][c:13]2[cH:14][cH:15][cH:16][cH:17][cH:18]2)=[O:19])[cH:6][c:7]([F:9])[cH:8]1. Procedure details: Alternatively, treatment of 3-(3-fluoropyrid-2-yl)-5-(3-fluoro-5-cyanophenyl)-1,2,4-oxadiazole with potassium 4-dimethylaminobutoxide in N.N-dimethylformamide with a catalytic amount of 1,4,7,10,13,16-hexaoxacyclooctadecane (18-crown-6) and heating at 110° C. affords crude product. Standard work up and purification by one or more methods, including silica gel chromatography, recystallization, trituration, and reversed-phase high-performance liquid chromatography (RP-HPLC) affords purified 3-(3-(... Yields the product CN(CCCCOC=1C(=NC=CC1)C1=NOC(=N1)C1=CC(=CC(=C1)F)C#N)C (3-(3-(4-Dimethylaminobutoxy)-pyrid-2-yl)-5-(3-cyano-5-fluorophenyl)-1,2,4-oxadiazole). The solvent is CN(C=O)C (N.N-dimethylformamide). The reactants are FC=1C(=NC=CC1)C1=NOC(=N1)C1=CC(=CC(=C1)C#N)F (3-(3-fluoropyrid-2-yl)-5-(3-fluoro-5-cyanophenyl)-1,2,4-oxadiazole), CN(CCCC[O-])C.[K+] (potassium 4-dimethylaminobutoxide), O1CCOCCOCCOCCOCCOCC1 (1,4,7,10,13,16-hexaoxacyclooctadecane). As a reaction SMILES: F[C:2]1[C:3]([C:8]2[N:12]=[C:11]([C:13]3[CH:18]=[C:17]([C:19]#[N:20])[CH:16]=[C:15]([F:21])[CH:14]=3)[O:10][N:9]=2)=[N:4][CH:5]=[CH:6][CH:7]=1.[CH3:22][N:23]([CH3:29])[CH2:24][CH2:25][CH2:26][CH2:27][O-:28].[K+].O1CCOCCOCCOCCOCCOCC1>CN(C)C=O>[CH3:22][N:23]([CH3:29])[CH2:24][CH2:25][CH2:26][CH2:27][O:28][C:2]1[C:3]([C:8]2[N:12]=[C:11]([C:13]3[CH:14]=[C:15]([F:21])[CH:16]=[C:17]([C:19]#[N:20])[CH:18]=3)[O:10][N:9]=2)=[N:4][CH:5]=[CH:6][CH:7]=1 |f:1.2|. Starting materials: FC1=CC2=C(C(=NO2)C2CCNCC2)C=C1 (6-fluoro-3-(4-piperidinyl)-1,2-benzisoxazole), ClCCCSC1=C(C=C(C=C1)C(C)=O)OC (1-[4-[(3-chloropropyl)-thio]-3-methoxyphenyl]ethanone), C(=O)([O-])[O-].[K+].[K+] (K2CO3), CC#N (CH3CN). The solvent is O (water). Conditions: time 65 hour. Product: FC1=CC2=C(C(=NO2)C2CCN(CC2)CCCSC2=C(C=C(C=C2)C(C)=O)OC)C=C1 (1-[4-[[3-[4-(6-fluoro-1,2-benzisoxazol-3-yl)-1-piperidinyl]propyl]thio]-3-methoxyphenyl]ethanone). The yield is 113.0%. RXN SMILES: [F:1][C:2]1[CH:16]=[CH:15][C:5]2[C:6]([CH:9]3[CH2:14][CH2:13][NH:12][CH2:11][CH2:10]3)=[N:7][O:8][C:4]=2[CH:3]=1.Cl[CH2:18][CH2:19][CH2:20][S:21][C:22]1[CH:27]=[CH:26][C:25]([C:28](=[O:30])[CH3:29])=[CH:24][C:23]=1[O:31][CH3:32].C([O-])([O-])=O.[K+].[K+].CC#N>O>[F:1][C:2]1[CH:16]=[CH:15][C:5]2[C:6]([CH:9]3[CH2:10][CH2:11][N:12]([CH2:18][CH2:19][CH2:20][S:21][C:22]4[CH:27]=[CH:26][C:25]([C:28](=[O:30])[CH3:29])=[CH:24][C:23]=4[O:31][CH3:32])[CH2:13][CH2:14]3)=[N:7][O:8][C:4]=2[CH:3]=1 |f:2.3.4|. Reported procedure: A mixture of 6-fluoro-3-(4-piperidinyl)-1,2-benzisoxazole (3.0 g, 13.6 mmol), 1-[4-[(3-chloropropyl)-thio]-3-methoxyphenyl]ethanone (3.5 g, 13.6 mmol), K2CO3 (2.3 g, 16.6 mmol), KI (200 mg) and CH3CN (100 ml) was stirred at reflux under nitrogen for 7.5 hours and then was left at ambient temperature for 65 hours. The reaction was poured into water and the aqueous mixture was extracted with ethyl acetate. The ethyl acetate extract was washed twice with water, once with brine and dried over MgSO4.... As a reaction SMILES: [S:1]1[CH:5]=[CH:4][CH:3]=[CH:2]1.[CH2:6]([Li])[CH2:7][CH2:8]C.[CH2:11]([Si:14](Cl)(C)[CH3:15])C=C.[NH4+].[Cl-]>C1COCC1>[CH2:6]([C:2]1[S:1][CH:5]=[CH:4][C:3]=1[SiH:14]([CH3:15])[CH3:11])[CH:7]=[CH2:8] |f:3.4|. Reactants: S1C=CC=C1 (thiophene), C(CCC)[Li] (n-butyllithium), [NH4+].[Cl-] (NH4Cl), C(C=C)[Si](C)(C)Cl (allylchlorodimethylsilane). Yield: 91.6%. Run in C1CCOC1 (THF). Reaction conditions: temperature -78 celsius, time 30 minute. Procedure details: To a solution of thiophene (8.4 g, 0.1 mol) in dried THF (300 mL) at −78° C. was added n-butyllithium (40 mL, 2.5 M solution in hexanes, 0.1 mol) over a period of 5 min. After 30 min of further stirring at −78° C., allylchlorodimethylsilane (13.5 g, 0.1 mol) was added dropwise over a period of 20 min, and the reaction mixture was warmed to room temperature. After 1 h of further stirring at room temperature, concentrated NH4Cl (3 mL) was added, and the reaction mixture was concentrated. Kugelrohr... The product is C(C=C)C=1SC=CC1[SiH](C)C (2-Allyldimethylsilylthiophene).